From a dataset of the Open Reaction Database (ORD), a public repository of structured organic reaction records. describe an organic reaction: reactants, conditions, products, and yield The reactants are CCC(=O)C1COC(C)(C)N1C(=O)OC(C)(C)C, C1CCOC1, CC(C)(C)[O-], [K+]. Product: C=C(CC)C1COC(C)(C)N1C(=O)OC(C)(C)C. RXN SMILES: [C:7]([CH3:8])([CH3:9])([CH3:10])[O:11][C:12](=[O:13])[N:14]1[C:15]([CH3:23])([CH3:24])[O:16][CH2:17][CH:18]1[C:19]([CH2:20][CH3:21])=[O:22].[CH2:25]1[O:26][CH2:27][CH2:28][CH2:29]1.[CH3:1][C:2]([CH3:3])([O-:4])[CH3:5].[K+:6]>>[CH2:1]=[C:19]([CH:18]1[N:14]([C:12]([O:11][C:7]([CH3:8])([CH3:9])[CH3:10])=[O:13])[C:15]([CH3:23])([CH3:24])[O:16][CH2:17]1)[CH2:20][CH3:21].